Dataset: the Open Reaction Database (ORD), a public repository of structured organic reaction records. Task: describe an organic reaction: reactants, conditions, products, and yield The reactants are [F-].C(CCC)[N+](CCCC)(CCCC)CCCC (Tetrabutylammonium fluoride), [Si](C)(C)(C(C)(C)C)OC1=C(C=C(CN2C(C=CC3=C(N=C(C=C23)CC)CC)=O)C=C1)CCC (1-[4-(t-butyldimethylsilyloxy)-3-propylbenzyl]-5,7-diethyl-1,6-naphthyridin-2(1H)-one). Run in O1CCCC1 (tetrahydrofuran), O1CCCC1 (tetrahydrofuran). Run at time 2 hour. The product is C(C)C1=C2C=CC(N(C2=CC(=N1)CC)CC1=CC(=C(C=C1)O)CCC)=O (5,7-diethyl-1-(4-hydroxy-3-propylbenzyl)-1,6-naphthyridin-2(1H)-one). Isolated yield 79.6%. As a reaction SMILES: [F-].C([N+](CCCC)(CCCC)CCCC)CCC.[Si]([O:26][C:27]1[CH:48]=[CH:47][C:30]([CH2:31][N:32]2[C:41]3[C:36](=[C:37]([CH2:44][CH3:45])[N:38]=[C:39]([CH2:42][CH3:43])[CH:40]=3)[CH:35]=[CH:34][C:33]2=[O:46])=[CH:29][C:28]=1[CH2:49][CH2:50][CH3:51])(C(C)(C)C)(C)C>O1CCCC1>[CH2:44]([C:37]1[N:38]=[C:39]([CH2:42][CH3:43])[CH:40]=[C:41]2[C:36]=1[CH:35]=[CH:34][C:33](=[O:46])[N:32]2[CH2:31][C:30]1[CH:47]=[CH:48][C:27]([OH:26])=[C:28]([CH2:49][CH2:50][CH3:51])[CH:29]=1)[CH3:45] |f:0.1|. Procedure: 1.0M Tetrabutylammonium fluoride in tetrahydrofuran (2 ml) was added to a stirred solution of compound E (0.9 g) in tetrahydrofuran (8 ml) under an atmosphere of argon. The solution was left to stand for 2 hours and then volatile material was removed by evaporation. The residue was purified by flash chromatography, eluting with ethyl acetate, to give 5,7-diethyl-1-(4-hydroxy-3-propylbenzyl)-1,6-naphthyridin-2(1H)-one (F) (0.54 g) as a foam; NMR: 0.9(t, 3H), 1.2(t, 3H), 1.3(t, 3H), 1.55-1.65(m, 2... The reactants are NC1=C(C=CC(=C1)CC)C(=O)C1=CC=CC=C1 ((2-amino-4-ethylphenyl)phenylmethanone), OO (hydrogen peroxide), ice water. Solvent: C(C)(=O)O (acetic acid), C(C)(=O)O (acetic acid). Run at time 8 hour. Product: C(C)C1=CC=2C(=C(ON2)C2=CC=CC=C2)C=C1 (6-Ethyl-3-phenyl-2,1-benzisoxazole). Isolated yield 9.8%. Reaction SMILES: OO.[NH2:3][C:4]1[CH:9]=[C:8]([CH2:10][CH3:11])[CH:7]=[CH:6][C:5]=1[C:12]([C:14]1[CH:19]=[CH:18][CH:17]=[CH:16][CH:15]=1)=[O:13]>C(O)(=O)C>[CH2:10]([C:8]1[CH:7]=[CH:6][C:5]2=[C:12]([C:14]3[CH:15]=[CH:16][CH:17]=[CH:18][CH:19]=3)[O:13][N:3]=[C:4]2[CH:9]=1)[CH3:11]. Procedure details: A solution of 300 ml of 30% hydrogen peroxide in 700 ml of glacial acetic acid was heated on a steam bath for 1 hr. To the cooled solution was added a solution of 64.0 g (0.284 mole) of (2-amino-4-ethylphenyl)phenylmethanone in 150 ml of glacial acetic acid. The dark reaction mixture was heated at 50°-70° C. for 0.5 hr, poured into 3 liters of ice water and let stand at ambient temperature overnight. The reaction mixture was extracted with six 200 ml portions of carbon tetrachloride. The combine... The reactants are C(C)(C)(C)OC(=O)N1CCC(CC1)N1N=CC(=C1)C=1C=NC=C(C1)Br (4-[4-(5-bromo-pyridin-3-yl)-pyrazol-1-yl]-piperidine-1-carboxylic acid tert-butyl-ester), FC1=C(C=CC=C1)C=1C=C(C=2C(=NC=CN2)N1)B(O)O ([6-(2-fluorophenyl)pyrido[2,3-b]pyrazin-8-yl]-boronic acid), C(O)([O-])=O.[Na+] (sodium hydrogen carbonate). The reagents and catalysts are C1=CC=C(C=C1)P(C2=CC=CC=C2)C3=CC=CC=C3.C1=CC=C(C=C1)P(C2=CC=CC=C2)C3=CC=CC=C3.Cl[Pd]Cl (bis-(triphenylphosphine)-palladium(II)-chloride). Solvent: CN(C)C=O.O (DMF water), O (water), O (Water). Run at temperature 80 celsius, time 20 hour. Yields the product C(C)(C)(C)OC(=O)N1CCC(CC1)N1N=CC(=C1)C=1C=NC=C(C1)C1=CC(=NC2=NC=CN=C21)C2=C(C=CC=C2)F (4-(4-{5-[6-(2-fluoro-phenyl)-pyrido[2,3-b]pyrazin-8-yl]-pyridin-3-yl}-pyrazol-1-yl)-piperidine-1-carboxylic acid tert-butyl ester). Reaction SMILES: [C:1]([O:5][C:6]([N:8]1[CH2:13][CH2:12][CH:11]([N:14]2[CH:18]=[C:17]([C:19]3[CH:20]=[N:21][CH:22]=[C:23](Br)[CH:24]=3)[CH:16]=[N:15]2)[CH2:10][CH2:9]1)=[O:7])([CH3:4])([CH3:3])[CH3:2].[F:26][C:27]1[CH:32]=[CH:31][CH:30]=[CH:29][C:28]=1[C:33]1[CH:34]=[C:35](B(O)O)[C:36]2[C:37]([N:42]=1)=[N:38][CH:39]=[CH:40][N:41]=2.C(=O)([O-])O.[Na+]>CN(C=O)C.O.O.C1C=CC(P(C2C=CC=CC=2)C2C=CC=CC=2)=CC=1.C1C=CC(P(C2C=CC=CC=2)C2C=CC=CC=2)=CC=1.Cl[Pd]Cl>[C:1]([O:5][C:6]([N:8]1[CH2:13][CH2:12][CH:11]([N:14]2[CH:18]=[C:17]([C:19]3[CH:20]=[N:21][CH:22]=[C:23]([C:35]4[C:36]5[C:37](=[N:38][CH:39]=[CH:40][N:41]=5)[N:42]=[C:33]([C:28]5[CH:29]=[CH:30][CH:31]=[CH:32][C:27]=5[F:26])[CH:34]=4)[CH:24]=3)[CH:16]=[N:15]2)[CH2:10][CH2:9]1)=[O:7])([CH3:4])([CH3:3])[CH3:2] |f:2.3,4.5,7.8.9|. Reported procedure: A suspension of 296 mg (0.73 mmol) 4-[4-(5-bromo-pyridin-3-yl)-pyrazol-1-yl]-piperidine-1-carboxylic acid tert-butyl-ester, 215 mg (0.80 mmol) [6-(2-fluorophenyl)pyrido[2,3-b]pyrazin-8-yl]-boronic acid and 10 mg (0.015 mmol) bis-(triphenylphosphine)-palladium(II)-chloride in 1.5 ml DMF water was heated to 80° C. under nitrogen. Then a solution of 73 mg (0.87 mmol) sodium hydrogen carbonate in 0.75 ml water was added. The reaction mixture was stirred for 20 hours at 80° C. The reaction mixture wa... Reactants: C(C)OC1=C(C=C(C=C1)F)C=1C2=C(N=CN1)C(=C(N2)C)C(=O)OCC (ethyl 4-(2-ethoxy-5-fluorophenyl)-6-methyl-5H-pyrrolo[3,2-d]pyrimidine-7-carboxylate), ClCOCC[Si](C)(C)C ((2-chloromethoxy-ethyl)-trimethyl-silane). Product: C(C)OC1=C(C=C(C=C1)F)C=1C2=C(N=CN1)C(=C(N2COCC[Si](C)(C)C)C)C(=O)OCC (Ethyl 4-(2-ethoxy-5-fluorophenyl)-6-methyl-5-{[2-(trimethylsilyl)ethoxy]methyl}-5H-pyrrolo[3,2-d]pyrimidine-7-carboxylate). As a reaction SMILES: [CH2:1]([O:3][C:4]1[CH:9]=[CH:8][C:7]([F:10])=[CH:6][C:5]=1[C:11]1[C:12]2[NH:19][C:18]([CH3:20])=[C:17]([C:21]([O:23][CH2:24][CH3:25])=[O:22])[C:13]=2[N:14]=[CH:15][N:16]=1)[CH3:2].Cl[CH2:27][O:28][CH2:29][CH2:30][Si:31]([CH3:34])([CH3:33])[CH3:32]>>[CH2:1]([O:3][C:4]1[CH:9]=[CH:8][C:7]([F:10])=[CH:6][C:5]=1[C:11]1[C:12]2[N:19]([CH2:27][O:28][CH2:29][CH2:30][Si:31]([CH3:34])([CH3:33])[CH3:32])[C:18]([CH3:20])=[C:17]([C:21]([O:23][CH2:24][CH3:25])=[O:22])[C:13]=2[N:14]=[CH:15][N:16]=1)[CH3:2]. Procedure: Starting from ethyl 4-(2-ethoxy-5-fluorophenyl)-6-methyl-5H-pyrrolo[3,2-d]pyrimidine-7-carboxylate (example D.a4) and commercially available (2-chloromethoxy-ethyl)-trimethyl-silane the title compound is obtained as yellow viscous oil.